From a dataset of the Open Reaction Database (ORD), a public repository of structured organic reaction records. describe an organic reaction: reactants, conditions, products, and yield Starting materials: CCOC(=O)C1(CCC2OCCO2)CCN(C(=O)OC(C)(C)C)CC1, ClC(Cl)Cl, O=C(O)C(F)(F)F. The product is CCOC(=O)C1(CCC2OCCO2)CCNCC1. As a reaction SMILES: [C:1]([O:2][C:3](=[O:4])[N:8]1[CH2:9][CH2:10][C:11]([CH2:14][CH2:15][CH:16]2[O:17][CH2:18][CH2:19][O:20]2)([C:21](=[O:22])[O:23][CH2:24][CH3:25])[CH2:12][CH2:13]1)([CH3:5])([CH3:6])[CH3:7].[CH:33]([Cl:34])([Cl:35])[Cl:36].[OH:26][C:27]([C:28]([F:29])([F:30])[F:31])=[O:32]>>[NH:8]1[CH2:9][CH2:10][C:11]([CH2:14][CH2:15][CH:16]2[O:17][CH2:18][CH2:19][O:20]2)([C:21](=[O:22])[O:23][CH2:24][CH3:25])[CH2:12][CH2:13]1. Conditions: time 12 hour. Reported procedure: 2-(5-Hydroxypent-1-yl)bicyclo[3.3.0]octan-7-one {hexahydro-4-(5-hydroxyheptyl)-2(1H)-pentalenone} (0.5 g, 2.4 mmoles) is mixed with a 10% solution of sodium carbonate (0.51 ml). The reaction is cooled in an ice bath and solution of potassium permanganate (0.48 g dissolved in 12 ml water) is slowly added over 10 minutes. The ice bath is then removed and the reaction mixture stirred at room temperature for 12 hour, after which time the precipitated manganese dioxide is filtered off and the filtrat... Starting materials: OCCCCCC1C2CC(CC2CC1)=O (2-(5-Hydroxypent-1-yl)bicyclo[3.3.0]octan-7-one), solution, C([O-])([O-])=O.[Na+].[Na+] (sodium carbonate), [Mn](=O)(=O)(=O)[O-].[K+] (potassium permanganate). RXN SMILES: [OH:1][CH2:2][CH2:3][CH2:4][CH2:5][CH2:6][CH:7]1[CH2:14][CH2:13][CH:12]2[CH:8]1[CH2:9][C:10](=[O:15])[CH2:11]2.C(=O)([O-])[O-:17].[Na+].[Na+].[Mn]([O-])(=O)(=O)=O.[K+]>>[C:2]([CH2:3][CH2:4][CH2:5][CH:6]=[C:7]1[CH2:14][CH2:13][CH:12]2[CH:8]1[CH2:9][C:10](=[O:15])[CH2:11]2)([OH:17])=[O:1] |f:1.2.3,4.5|. Yields the product C(=O)(O)CCCC=C1C2CC(CC2CC1)=O (2-(4-carboxybutyl-1-yl)bicyclo[3.3.0]octan-7-one). Starting materials: CC(C)c1nn2ccccc2c1C(=O)O, O, O=S(=O)(O)O. Product: CC(C)c1cc2ccccn2n1. RXN SMILES: [CH:6]([CH3:7])([CH3:8])[c:9]1[n:10][n:11]2[c:12]([cH:13][cH:14][cH:15][cH:16]2)[c:17]1[C:18]([OH:19])=[O:20].[OH2:21].[S:1](=[O:2])(=[O:3])([OH:4])[OH:5]>>[CH:6]([CH3:7])([CH3:8])[c:9]1[n:10][n:11]2[c:12]([cH:13][cH:14][cH:15][cH:16]2)[cH:17]1. The reactants are ClC1=CC=C2C(C(=CN(C2=N1)CC)C(=O)O)=O (7-Chloro-1-ethyl-1,4-dihydro-4-oxo-1,8-naphthyridine-3-carboxylic acid), S(=O)(Cl)Cl (thionyl chloride). The product is ClC1=CC=C2C(C(=CN(C2=N1)CC)C(=O)Cl)=O (7-Chloro-1-ethyl-1,4-dihydro-4-oxo-1,8-naphthyridine-3-carbonyl chloride). RXN SMILES: [Cl:1][C:2]1[N:11]=[C:10]2[C:5]([C:6](=[O:17])[C:7]([C:14](O)=[O:15])=[CH:8][N:9]2[CH2:12][CH3:13])=[CH:4][CH:3]=1.S(Cl)([Cl:20])=O>>[Cl:1][C:2]1[N:11]=[C:10]2[C:5]([C:6](=[O:17])[C:7]([C:14]([Cl:20])=[O:15])=[CH:8][N:9]2[CH2:12][CH3:13])=[CH:4][CH:3]=1. Procedure: 7-Chloro-1-ethyl-1,4-dihydro-4-oxo-1,8-naphthyridine-3-carboxylic acid (29.5 g) and thionyl chloride (18 ml) in dry doluene (900 ml) were stirred and heated under reflux for 1 hour. The solution was cooled and the solid that separated was collected. It had m.p. 186.5°-188.5° (98%). Reactants: C(C)OC(N(C1=CC=NC=C1)N1C(=CC=C1)Cl)=O (N-(2-chloro-1H-pyrrol-1-yl)-N-(4-pyridinyl)carbamic acid ethyl ester). The solvent is C(C)O (ethanol), [OH-].[Na+] (sodium hydroxide), O (water). The product is Cl.ClC=1N(C=CC1)NC1=CC=NC=C1 (N-(2-Chloro-1H-pyrrol-1-yl)-4-pyridinamine hydrochloride). Yield: 134.7%. RXN SMILES: C(OC(=O)[N:5]([N:12]1[CH:16]=[CH:15][CH:14]=[C:13]1[Cl:17])[C:6]1[CH:11]=[CH:10][N:9]=[CH:8][CH:7]=1)C>C(O)C.[OH-].[Na+].O>[ClH:17].[Cl:17][C:13]1[N:12]([NH:5][C:6]2[CH:11]=[CH:10][N:9]=[CH:8][CH:7]=2)[CH:16]=[CH:15][CH:14]=1 |f:2.3,5.6|. Procedure details: A mixture prepared from a solution of N-(2-chloro-1H-pyrrol-1-yl)-N-(4-pyridinyl)carbamic acid ethyl ester (6 g) in 50 ml of ethanol and 20 ml of 10% aqueous sodium hydroxide solution was warmed for 15 minutes on a steam bath, and thereafter cooled, diluted with 500 ml of water and extracted with dichloromethane. The organic extract was washed with water and saturated sodium chloride and thereafter dried over anhydrous magnesium sulfate, filtered and evaporated to 5 g of an oil. This oil was pur... Yield: 42.8%. Conditions: temperature 100 celsius. Procedure details: To a mixture of 26.18 g. (186 mmoles) of benzoyl chloride and 32.95 g. of aluminum chloride in 30 ml. of nitrobenzene was gradually added 10.0 g. (62.1 mmoles) of 1-ethyloxindole. The reaction mixture was heated to 100° C. for one hour, cooled and added to 2 l. of ice-water with stirring. The mixture was extracted with methylene chloride (5×200 ml.) and the extracts dried over magnesium sulfate and concentrated in vacuo. The nitrobenzene was distilled from the residue under high vacuum and the r... Reaction SMILES: [C:1](Cl)(=[O:8])[C:2]1[CH:7]=[CH:6][CH:5]=[CH:4][CH:3]=1.[Cl-].[Al+3].[Cl-].[Cl-].[N+](C1C=CC=CC=1)([O-])=O.[CH2:23]([N:25]1[C:33]2[C:28](=[CH:29][CH:30]=[CH:31][CH:32]=2)[CH2:27][C:26]1=[O:34])[CH3:24]>>[CH2:23]([N:25]1[C:33]2[C:28](=[CH:29][C:30]([C:1](=[O:8])[C:2]3[CH:7]=[CH:6][CH:5]=[CH:4][CH:3]=3)=[CH:31][CH:32]=2)[CH2:27][C:26]1=[O:34])[CH3:24] |f:1.2.3.4|. Product: C(C)N1C(CC2=CC(=CC=C12)C(C1=CC=CC=C1)=O)=O (1-ethyl-5-benzoyloxindole). The reactants are C(C1=CC=CC=C1)(=O)Cl (benzoyl chloride), C(C)N1C(CC2=CC=CC=C12)=O (1-ethyloxindole), ice water, [Cl-].[Al+3].[Cl-].[Cl-] (aluminum chloride), [N+](=O)([O-])C1=CC=CC=C1 (nitrobenzene).